This data is from the Open Reaction Database (ORD), a public repository of structured organic reaction records. The task is: describe an organic reaction: reactants, conditions, products, and yield Starting materials: [Cl-].[NH4+] (Ammonium chloride), FC1=C(C(=CC(=C1)[N+](=O)[O-])F)N1CC=CC1 (1-(2,6-difluoro-4-nitrophenyl)-2,5-dihydro-1H-pyrrole). The reagents and catalysts are [Fe] (Iron). The solvent is CCO.O (EtOH water). The product is N1(CC=CC1)C1=C(C=C(N)C=C1F)F (4-(2,5-dihydro-1H-pyrrol-1-yl)-3,5-difluoroaniline). Isolated yield 99.2%. RXN SMILES: [Cl-].[NH4+].[F:3][C:4]1[CH:9]=[C:8]([N+:10]([O-])=O)[CH:7]=[C:6]([F:13])[C:5]=1[N:14]1[CH2:18][CH:17]=[CH:16][CH2:15]1>CCO.O.[Fe]>[N:14]1([C:5]2[C:4]([F:3])=[CH:9][C:8]([NH2:10])=[CH:7][C:6]=2[F:13])[CH2:18][CH:17]=[CH:16][CH2:15]1 |f:0.1,3.4|. Reported procedure: Ammonium chloride (1.18 g, 22.1 mmol) is added to a mixture of 1-(2,6-difluoro-4-nitrophenyl)-2,5-dihydro-1H-pyrrole (Step 1, 0.5 g, 2.21 mmol) dissolved in EtOH/water (2:1, 18.0 mL) and heated to reflux. Iron powder (0.37 g, 6.63 mmol) is added in portions over one hour. After refluxing for another 45 min, the reaction mixture is cooled, filtered, and extracted three times with dichloromethane. The organic layers are washed with saline, dried (MgSO4) and concentrated to provide the title compou...